From a dataset of the Open Reaction Database (ORD), a public repository of structured organic reaction records. describe an organic reaction: reactants, conditions, products, and yield Run at time 18 hour. As a reaction SMILES: Cl[C:2]1[C:7]([S:8]([NH2:11])(=[O:10])=[O:9])=[CH:6][CH:5]=[CH:4][N:3]=1.[CH3:12][NH2:13]>>[CH3:12][NH:13][C:2]1[C:7]([S:8]([NH2:11])(=[O:10])=[O:9])=[CH:6][CH:5]=[CH:4][N:3]=1. Reported procedure: 10 g of 2-chloropyridine-3-sulfonamide (obtained in Stage A of Preparation 6) are dissolved in 100 cm3 of 40% aqueous methylamine solution and the solution is introduced into a sealed tube. The tube is placed at 150° C. for 18 hours. After cooling, the reaction mixture is concentrated under vacuum (rotary evaporator) to a volume of 30 cm3. The crystalline precipitate corresponding to the title compound is collected on a filter, washed with water and dried. The product is CNC1=NC=CC=C1S(=O)(=O)N (2-METHYLAMINOPYRIDINE-3-SULFONAMIDE). The reactants are ClC1=NC=CC=C1S(=O)(=O)N (2-chloropyridine-3-sulfonamide), CN (methylamine). Starting materials: O=c1c(Cl)nsnc1Cl, Cl, [Na+], [OH-], O, O=C(O)C=Cc1ccc(O)cc1. Yields the product O=C(O)C=Cc1ccc(Oc2nsnc(Cl)c2=O)cc1. As a reaction SMILES: [Cl:1][c:2]1[n:3][s:4][n:5][c:6]([Cl:9])[c:7]1=[O:8].[ClH:24].[Na+:23].[OH-:22].[OH2:25].[OH:10][c:11]1[cH:12][cH:13][c:14]([CH:15]=[CH:16][C:17](=[O:18])[OH:19])[cH:20][cH:21]1>>[Cl:1][c:2]1[n:3][s:4][n:5][c:6]([O:10][c:11]2[cH:12][cH:13][c:14]([CH:15]=[CH:16][C:17](=[O:18])[OH:19])[cH:20][cH:21]2)[c:7]1=[O:8]. Reactants: ClC=1C(=C(C=O)C=CC1)F (3-chloro-2-fluorobenzaldehyde), N\C(=C/C(=O)OC)\C (methyl 3-aminocrotonate), C(CC(=O)C)(=O)OCCN(C)CC1=CC=CC=C1 (2-(N-benzyl-N-methylamino)ethyl acetoacetate). Run in CC(C)O (2-propanol). Product: CC=1NC(=C(C(C1C(=O)OCCN(C)CC1=CC=CC=C1)C1=C(C(=CC=C1)Cl)F)C(=O)OC)C (2-(N-benzyl-N-methylamino)ethyl methyl 2,6-dimethyl-4-(3-chloro-2-fluorophenyl)-1,4-dihydropyridine-3,5-dicarboxylate). Isolated yield 50.9%. RXN SMILES: [Cl:1][C:2]1[C:3]([F:10])=[C:4]([CH:7]=[CH:8][CH:9]=1)[CH:5]=O.[NH2:11]/[C:12](/[CH3:18])=[CH:13]\[C:14]([O:16][CH3:17])=[O:15].[C:19]([O:25][CH2:26][CH2:27][N:28]([CH2:30][C:31]1[CH:36]=[CH:35][CH:34]=[CH:33][CH:32]=1)[CH3:29])(=[O:24])[CH2:20][C:21]([CH3:23])=O>CC(O)C>[CH3:23][C:21]1[NH:11][C:12]([CH3:18])=[C:13]([C:14]([O:16][CH3:17])=[O:15])[CH:5]([C:4]2[CH:7]=[CH:8][CH:9]=[C:2]([Cl:1])[C:3]=2[F:10])[C:20]=1[C:19]([O:25][CH2:26][CH2:27][N:28]([CH2:30][C:31]1[CH:36]=[CH:35][CH:34]=[CH:33][CH:32]=1)[CH3:29])=[O:24]. Procedure: A mixture of 320 mg of 3-chloro-2-fluorobenzaldehyde, 252 mg of methyl 3-aminocrotonate and 510 mg of 2-(N-benzyl-N-methylamino)ethyl acetoacetate in 2 ml of 2-propanol was refluxed for 6 hours, and then the solvent was distilled off in vacuo. The residue was purified by the methods of a column chromatography on silica gel to yield 500 mg of the desired compound (106)